Dataset: the Open Reaction Database (ORD), a public repository of structured organic reaction records. Task: describe an organic reaction: reactants, conditions, products, and yield Reactants: CCCC[Sn](CCCC)(CCCC)c1cscn1, CN(C)C=O, CCOC(C)=O, [Cs+], [Cu]I, [F-], O=c1c2nn(Cc3ccc(I)cc3)c3ccccc3c-2nn1-c1ccccc1F, c1ccc(P(c2ccccc2)(c2ccccc2)[Pd](P(c2ccccc2)(c2ccccc2)c2ccccc2)(P(c2ccccc2)(c2ccccc2)c2ccccc2)P(c2ccccc2)(c2ccccc2)c2ccccc2)cc1. Yields the product O=c1c2nn(Cc3ccc(-c4cscn4)cc3)c3ccccc3c-2nn1-c1ccccc1F. RXN SMILES: [CH2:30]([Sn:31]([CH2:32][CH2:33][CH2:34][CH3:40])([c:35]1[n:36][cH:37][s:38][cH:39]1)[CH2:41][CH2:42][CH2:43][CH3:44])[CH2:45][CH2:46][CH3:47].[CH3:50][N:51]([CH3:52])[CH:53]=[O:54].[CH3:55][CH2:56][O:57][C:58](=[O:59])[CH3:60].[Cs+:49].[Cu:61][I:62].[F-:48].[F:1][c:2]1[c:3](-[n:8]2[n:9][c:10]3[c:19]4[c:14]([n:13]([CH2:20][c:21]5[cH:22][cH:23][c:24]([I:27])[cH:25][cH:26]5)[n:12][c:11]-3[c:28]2=[O:29])[cH:15][cH:16][cH:17][cH:18]4)[cH:4][cH:5][cH:6][cH:7]1.[cH:63]1[cH:64][cH:65][c:66]([P:67]([Pd:68]([P:69]([c:70]2[cH:71][cH:72][cH:73][cH:74][cH:75]2)([c:76]2[cH:77][cH:78][cH:79][cH:80][cH:81]2)[c:82]2[cH:83][cH:84][cH:85][cH:86][cH:87]2)([P:88]([c:89]2[cH:90][cH:91][cH:92][cH:93][cH:94]2)([c:95]2[cH:96][cH:97][cH:98][cH:99][cH:100]2)[c:101]2[cH:102][cH:103][cH:104][cH:105][cH:106]2)[P:107]([c:108]2[cH:109][cH:110][cH:111][cH:112][cH:113]2)([c:114]2[cH:115][cH:116][cH:117][cH:118][cH:119]2)[c:120]2[cH:121][cH:122][cH:123][cH:124][cH:125]2)([c:126]2[cH:127][cH:128][cH:129][cH:130][cH:131]2)[c:132]2[cH:133][cH:134][cH:135][cH:136][cH:137]2)[cH:138][cH:139]1>>[F:1][c:2]1[c:3](-[n:8]2[n:9][c:10]3[c:19]4[c:14]([n:13]([CH2:20][c:21]5[cH:22][cH:23][c:24](-[c:35]6[n:36][cH:37][s:38][cH:39]6)[cH:25][cH:26]5)[n:12][c:11]-3[c:28]2=[O:29])[cH:15][cH:16][cH:17][cH:18]4)[cH:4][cH:5][cH:6][cH:7]1.